Dataset: the Open Reaction Database (ORD), a public repository of structured organic reaction records. Task: describe an organic reaction: reactants, conditions, products, and yield Reaction SMILES: [C:1](=[O:2])([CH3:3])[NH:4][c:5]1[cH:6][cH:7][c:8]([NH:11][c:12]2[c:13]([NH:25][CH2:26][CH2:27][CH2:28][CH3:29])[cH:14][c:15]([C:16](=[O:17])[OH:18])[cH:19][c:20]2[S:21]([NH2:22])(=[O:23])=[O:24])[cH:9][cH:10]1.[Na+:31].[OH-:30]>>[NH2:4][c:5]1[cH:6][cH:7][c:8]([NH:11][c:12]2[c:13]([NH:25][CH2:26][CH2:27][CH2:28][CH3:29])[cH:14][c:15]([C:16](=[O:17])[OH:18])[cH:19][c:20]2[S:21]([NH2:22])(=[O:23])=[O:24])[cH:9][cH:10]1. The product is CCCCNc1cc(C(=O)O)cc(S(N)(=O)=O)c1Nc1ccc(N)cc1. Starting materials: CCCCNc1cc(C(=O)O)cc(S(N)(=O)=O)c1Nc1ccc(NC(C)=O)cc1, [Na+], [OH-]. Reactants: [BH4-], CCOC=NC1=C(C#N)C(c2ccc(Cl)c([N+](=O)[O-])c2)c2ccc3ccccc3c2O1, Cl, [Na+], C1CCOC1, O. Product: CNC1=C(C#N)C(c2ccc(Cl)c([N+](=O)[O-])c2)c2ccc3ccccc3c2O1. RXN SMILES: [BH4-:32].[Cl:1][c:2]1[c:3]([N+:29](=[O:30])[O-:31])[cH:4][c:5]([CH:8]2[c:9]3[c:10]([c:21]4[cH:22][cH:23][cH:24][cH:25][c:26]4[cH:27][cH:28]3)[O:11][C:12]([N:16]=[CH:17][O:18][CH2:19][CH3:20])=[C:13]2[C:14]#[N:15])[cH:6][cH:7]1.[ClH:34].[Na+:33].[O:36]1[CH2:37][CH2:38][CH2:39][CH2:40]1.[OH2:35]>>[Cl:1][c:2]1[c:3]([N+:29](=[O:30])[O-:31])[cH:4][c:5]([CH:8]2[c:9]3[c:10]([c:21]4[cH:22][cH:23][cH:24][cH:25][c:26]4[cH:27][cH:28]3)[O:11][C:12]([NH:16][CH3:17])=[C:13]2[C:14]#[N:15])[cH:6][cH:7]1.